This data is from the Open Reaction Database (ORD), a public repository of structured organic reaction records. The task is: describe an organic reaction: reactants, conditions, products, and yield The product is FC1=C(OC2=C(C(=NC=C2)NC(OC(C)(C)C)=O)CO)C=CC(=C1)NC(=O)C=1C(N(C=CC1)C1=CC=C(C=C1)F)=O (tert-Butyl 4-(2-fluoro-4-(1-(4-fluorophenyl)-2-oxo-1,2-dihydropyridine-3-carboxamido)phenoxy)-3-(hydroxymethyl)pyridin-2-ylcarbamate). Run at time 30 minute. Starting materials: [Si](C)(C)(C(C)(C)C)OCC=1C(=NC=CC1OC1=C(C=C(C=C1)NC(=O)C=1C(N(C=CC1)C1=CC=C(C=C1)F)=O)F)NC(OC(C)(C)C)=O (tert-Butyl 3-((tert-butyldimethylsilyloxy)methyl)-4-(2-fluoro-4-(1-(4-fluorophenyl)-2-oxo-1,2-dihydropyridine-3-carboxamido)phenoxy)pyridin-2-ylcarbamate), [F-].C(CCC)[N+](CCCC)(CCCC)CCCC (tetrabutylammonium fluoride). Solvent: C(C)(=O)OCC (ethyl acetate), C1CCOC1 (THF). The yield is 66.4%. Procedure: To tert-Butyl 3-((tert-butyldimethylsilyloxy)methyl)-4-(2-fluoro-4-(1-(4-fluorophenyl)-2-oxo-1,2-dihydropyridine-3-carboxamido)phenoxy)pyridin-2-ylcarbamate (119 mg, 0.176 mmol) in THF (2 mL) at rt was added tetrabutylammonium fluoride (260 μL, 0.264 mmol, 1 M in THF). After stirring at rt for 30 min, the reaction was diluted with ethyl acetate (20 mL), washed with water followed by brine (10 mL each), dried over anhydrous MgSO4, and concentrated in vacuo. The crude product was purified by flash... As a reaction SMILES: [Si]([O:8][CH2:9][C:10]1[C:11]([NH:41][C:42](=[O:48])[O:43][C:44]([CH3:47])([CH3:46])[CH3:45])=[N:12][CH:13]=[CH:14][C:15]=1[O:16][C:17]1[CH:22]=[CH:21][C:20]([NH:23][C:24]([C:26]2[C:27](=[O:39])[N:28]([C:32]3[CH:37]=[CH:36][C:35]([F:38])=[CH:34][CH:33]=3)[CH:29]=[CH:30][CH:31]=2)=[O:25])=[CH:19][C:18]=1[F:40])(C(C)(C)C)(C)C.[F-].C([N+](CCCC)(CCCC)CCCC)CCC>C1COCC1.C(OCC)(=O)C>[F:40][C:18]1[CH:19]=[C:20]([NH:23][C:24]([C:26]2[C:27](=[O:39])[N:28]([C:32]3[CH:37]=[CH:36][C:35]([F:38])=[CH:34][CH:33]=3)[CH:29]=[CH:30][CH:31]=2)=[O:25])[CH:21]=[CH:22][C:17]=1[O:16][C:15]1[CH:14]=[CH:13][N:12]=[C:11]([NH:41][C:42](=[O:48])[O:43][C:44]([CH3:45])([CH3:46])[CH3:47])[C:10]=1[CH2:9][OH:8] |f:1.2|. Starting materials: C(C1=CC=CC=C1)OC=1C=C(NC(CC(C)=O)=O)C=CC1 (m-benzyloxy-acetylacetanilide), C(OC)([O-])[O-] (methyl orthoformate), N1=CC=CC2=CC=CC=C12 (quinoline). Run in CO (methanol). Run at temperature 20 celsius, time 16 hour. The product is C(C1=CC=CC=C1)OC=1C=C(NC(CC(C)(OC)OC)=O)C=CC1 (m-benzyloxy-3,3-dimethoxy-butyranilide). Reaction SMILES: [CH2:1]([O:8][C:9]1[CH:10]=[C:11]([CH:19]=[CH:20][CH:21]=1)[NH:12][C:13](=[O:18])[CH2:14][C:15](=[O:17])[CH3:16])[C:2]1[CH:7]=[CH:6][CH:5]=[CH:4][CH:3]=1.[CH:22]([O-])([O-])[O:23]C.N1C2C(=CC=CC=2)C=C[CH:28]=1>CO>[CH2:1]([O:8][C:9]1[CH:10]=[C:11]([CH:19]=[CH:20][CH:21]=1)[NH:12][C:13](=[O:18])[CH2:14][C:15]([O:23][CH3:22])([O:17][CH3:28])[CH3:16])[C:2]1[CH:3]=[CH:4][CH:5]=[CH:6][CH:7]=1. Reported procedure: A mixture of 70 g of m-benzyloxy-acetylacetanilide, 37 g of methyl orthoformate and 100 ml of methanol was stirred at 20°C. for 16 hours and 2 ml of quinoline were added thereto. The mixture was concentrated to dryness under reduced pressure and the residue was added to isopropyl ether. The mixture was cooled and vacuum filtered and the recovered precipitate was dried and chromatographed over silica gel. Elution with an 8-2 methylene chloride-acetone mixture gave 48 g of m-benzyloxy-3,3-dimethox... Reactants: C(C)(C)(C)C(C[C@H](N)C(=O)O)C(=O)O (γ-tert-butyl-L-glutamic acid), C1(CCCCCCC1)=O (cyclooctanone), C(C)(=O)O[BH-](OC(C)=O)OC(C)=O.[Na+] (sodium triacetoxyborohydride). Solvent: CN(C=O)C.C(C)(=O)O (N,N-dimethylformamide acetic acid). Run at time 8 hour. Product: C1(CCCCCCC1)N[C@@H](CC(C(=O)O)C(C)(C)C)C(=O)O (N-cyclooctyl-γ-tert-butyl-L-glutamic acid). Yield: 76.9%. As a reaction SMILES: [C:1]([CH:5]([C:12]([OH:14])=[O:13])[CH2:6][C@@H:7]([C:9]([OH:11])=[O:10])[NH2:8])([CH3:4])([CH3:3])[CH3:2].[C:15]1(=O)[CH2:22][CH2:21][CH2:20][CH2:19][CH2:18][CH2:17][CH2:16]1.C(O[BH-](OC(=O)C)OC(=O)C)(=O)C.[Na+]>CN(C)C=O.C(O)(=O)C>[CH:15]1([NH:8][C@H:7]([C:9]([OH:11])=[O:10])[CH2:6][CH:5]([C:1]([CH3:4])([CH3:2])[CH3:3])[C:12]([OH:14])=[O:13])[CH2:22][CH2:21][CH2:20][CH2:19][CH2:18][CH2:17][CH2:16]1 |f:2.3,4.5|. Reported procedure: To a stirred suspension of γ-tert-butyl-L-glutamic acid (4.06 g, 20.0 mmol) and cyclooctanone (3.15 g, 25 mmol) in N,N-dimethylformamide/acetic acid (99:1, v/v, 50 mL) was added sodium triacetoxyborohydride (6.36 g, 30.0 mmol) in small portions and the mixture was stirred overnight. After evaporation of the solvent, the residue was dissolved in water (50 mL). The pH was adjusted to 9 with 2 N sodium hydroxide solution, followed by extraction with diethylether (50 mL). Subsequently, the pH of the...